Task: describe an organic reaction: reactants, conditions, products, and yield. Dataset: the Open Reaction Database (ORD), a public repository of structured organic reaction records The reactants are BrC1=NC=CC=C1OCCO[Si](C)(C)C(C)(C)C (2-Bromo-3-(2-{[tert-butyl(dimethyl)silyl]oxy}ethoxy)pyridine), [O-]CC.[Na+] (sodium ethoxide), CCO (EtOH). Solvent: ice water. Reaction conditions: temperature 70 celsius. Yields the product C(C)OC1=NC=CC=C1OCCO (2-[(2-Ethoxy-3-pyridinyl)oxy]ethanol). The yield is 41.0%. As a reaction SMILES: Br[C:2]1[C:7]([O:8][CH2:9][CH2:10][O:11][Si](C(C)(C)C)(C)C)=[CH:6][CH:5]=[CH:4][N:3]=1.[O-:19][CH2:20][CH3:21].[Na+].CCO>>[CH2:20]([O:19][C:2]1[C:7]([O:8][CH2:9][CH2:10][OH:11])=[CH:6][CH:5]=[CH:4][N:3]=1)[CH3:21] |f:1.2|. Reported procedure: The product obtained in Step 1 above (13.2 g, 39.7 mmol) was added to sodium ethoxide in EtOH [prepared from Na (10.5 g, 457 mmol) and EtOH (200 mL)]. The resulting mixture was heated at 70° C. overnight. After cooling to ambient temperature, the reaction mixture was diluted with ice water (0.8 L) and extracted with EtOAc (×4). The combined organic phases were washed twice with brine, dried (MgSO4) and concentrated. The resulting dark red oil was purified by column chromatography on silica using...